From a dataset of the Open Reaction Database (ORD), a public repository of structured organic reaction records. describe an organic reaction: reactants, conditions, products, and yield The reactants are N1C(C=CC=2CCCCC12)=O (5,6,7,8-tetrahydroquinolin-2 (1H)-one), C(C)I (EtI). Product: C(C)OC1=NC=2CCCCC2C=C1 (2-Ethoxy-5,6,7,8-tetrahydroquinoline). As a reaction SMILES: [NH:1]1[C:10]2[CH2:9][CH2:8][CH2:7][CH2:6][C:5]=2[CH:4]=[CH:3][C:2]1=[O:11].[CH2:12](I)[CH3:13]>>[CH2:12]([O:11][C:2]1[CH:3]=[CH:4][C:5]2[CH2:6][CH2:7][CH2:8][CH2:9][C:10]=2[N:1]=1)[CH3:13]. Procedure: Following the procedure described in Example 1A, step 2, 5,6,7,8-tetrahydroquinolin-2 (1H)-one and EtI gave the title compound as a pale yellow oil. Reactants: ClC=1C=C2C(=CN1)NC(=C2)C(=O)N[C@H](C(=O)O)CC2=CC=C(C=C2)F (2-(S)-[(5-chloro-1H-pyrrolo[2,3-c]pyridine-2-carbonyl)amino]-3-(4-fluorophenyl)-propionic acid), Cl.CN(S(=O)(=O)C1=C(C=CC=C1)[N+](=O)[O-])C1CCNCC1 (N-methyl-2-nitro-N-piperidin-4-yl-benzenesulfonamide hydrochloride). The product is FC1=CC=C(C[C@@H](C(=O)N2CCC(CC2)N(S(=O)(=O)C2=C(C=CC=C2)[N+](=O)[O-])C)NC(=O)C2=CC=3C(=CN=C(C3)Cl)N2)C=C1 (5-Chloro-1H-pyrrolo[2,3-c]pyridine-2-carboxylic acid (1-(S)-(4-fluorobenzyl)-2-{4-[methyl(2-nitrobenzenesulfonyl)amino]piperidin-1-yl}-2-oxoethyl)amide). Reaction SMILES: [Cl:1][C:2]1[CH:3]=[C:4]2[CH:10]=[C:9]([C:11]([NH:13][C@@H:14]([CH2:18][C:19]3[CH:24]=[CH:23][C:22]([F:25])=[CH:21][CH:20]=3)[C:15](O)=[O:16])=[O:12])[NH:8][C:5]2=[CH:6][N:7]=1.Cl.[CH3:27][N:28]([CH:41]1[CH2:46][CH2:45][NH:44][CH2:43][CH2:42]1)[S:29]([C:32]1[CH:37]=[CH:36][CH:35]=[CH:34][C:33]=1[N+:38]([O-:40])=[O:39])(=[O:31])=[O:30]>>[F:25][C:22]1[CH:23]=[CH:24][C:19]([CH2:18][C@H:14]([NH:13][C:11]([C:9]2[NH:8][C:5]3=[CH:6][N:7]=[C:2]([Cl:1])[CH:3]=[C:4]3[CH:10]=2)=[O:12])[C:15]([N:44]2[CH2:43][CH2:42][CH:41]([N:28]([CH3:27])[S:29]([C:32]3[CH:37]=[CH:36][CH:35]=[CH:34][C:33]=3[N+:38]([O-:40])=[O:39])(=[O:31])=[O:30])[CH2:46][CH2:45]2)=[O:16])=[CH:20][CH:21]=1 |f:1.2|. Procedure: Prepared according to EXAMPLE 231 from 2-(S)-[(5-chloro-1H-pyrrolo[2,3-c]pyridine-2-carbonyl)amino]-3-(4-fluorophenyl)-propionic acid (EXAMPLE 230) and N-methyl-2-nitro-N-piperidin-4-yl-benzenesulfonamide hydrochloride (Preparation 75). m/z (ES+)=643.36 [M+H]+. Reactants: IC=1C=C(C(=O)NC)C=CC1C (3-Iodo-N, 4-dimethylbenzamide), CN(C)C=O (DMF). Reagents/catalysts: C=1C=CC(=CC1)[P](C=2C=CC=CC2)(C=3C=CC=CC3)[Pd]([P](C=4C=CC=CC4)(C=5C=CC=CC5)C=6C=CC=CC6)([P](C=7C=CC=CC7)(C=8C=CC=CC8)C=9C=CC=CC9)[P](C=1C=CC=CC1)(C=1C=CC=CC1)C=1C=CC=CC1 (tetrakistriphenylphosphinepalladium), [C-]#N.[Zn+2].[C-]#N (zinc cyanide). Solvent: N.C(C)(=O)OCC (ammonia ethyl acetate). Conditions: temperature 120 celsius, time 12 hour. The product is C(#N)C=1C=C(C(=O)NC)C=CC1C (3-cyano-N, 4-dimethylbenzamide). As a reaction SMILES: I[C:2]1[CH:3]=[C:4]([CH:9]=[CH:10][C:11]=1[CH3:12])[C:5]([NH:7][CH3:8])=[O:6].[CH3:13][N:14](C=O)C>N.C(OCC)(=O)C.C1C=CC([P]([Pd]([P](C2C=CC=CC=2)(C2C=CC=CC=2)C2C=CC=CC=2)([P](C2C=CC=CC=2)(C2C=CC=CC=2)C2C=CC=CC=2)[P](C2C=CC=CC=2)(C2C=CC=CC=2)C2C=CC=CC=2)(C2C=CC=CC=2)C2C=CC=CC=2)=CC=1.[C-]#N.[Zn+2].[C-]#N>[C:13]([C:2]1[CH:3]=[C:4]([CH:9]=[CH:10][C:11]=1[CH3:12])[C:5]([NH:7][CH3:8])=[O:6])#[N:14] |f:2.3,5.6.7,^1:28,30,49,68|. Procedure details: 3-Iodo-N, 4-dimethylbenzamide (772 mg), tetrakistriphenylphosphinepalladium (30 mg) and zinc cyanide (250 mg) were suspended in DMF (10 ml) under a nitrogen atmosphere, and the mixture was stirred at 120° C. for 12 hrs. The reaction mixture was diluted with 5% aqueous ammonia-ethyl acetate and the organic layer was washed with water and saturated brine. The organic layer was dried and concentrated, and the residue was subjected to silica gel column chromatography (eluent, hexane:ethyl acetate=2:... The reactants are C(C1=CC=CC=C1)(=O)NC1=CC=C(C=C1)C1=CC=C2CN(C(C2=C1)=O)[C@H](C(=O)O)C(C)C ((S)-2-(6-(4-Benzamidophenyl)-1-oxoisoindolin-2-yl)-3-methylbutanoic acid), CC1=CC=C(C(=O)NC2=CC=C(C=C2)C2=CC=C3CN(C(C3=C2)=O)C2(CCC2)C(=O)OC)C=C1 (Methyl 1-(6-(4-(4-methylbenzamido)phenyl)-1-oxoisoindolin-2-yl)cyclobutane carboxylate). The product is CC1=CC=C(C(=O)NC2=CC=C(C=C2)C2=CC=C3CN(C(C3=C2)=O)C2(CCC2)C(=O)O)C=C1 (1-(6-(4-(4-Methylbenzamido)phenyl)-1-oxoisoindolin-2-yl)cyclobutane carboxylic acid). The yield is 87.0%. As a reaction SMILES: C(NC1C=CC(C2C=C3C(CN([C@@H](C(C)C)C(O)=O)C3=O)=CC=2)=CC=1)(=O)C1C=CC=CC=1.[CH3:33][C:34]1[CH:66]=[CH:65][C:37]([C:38]([NH:40][C:41]2[CH:46]=[CH:45][C:44]([C:47]3[CH:55]=[C:54]4[C:50]([CH2:51][N:52]([C:57]5([C:61]([O:63]C)=[O:62])[CH2:60][CH2:59][CH2:58]5)[C:53]4=[O:56])=[CH:49][CH:48]=3)=[CH:43][CH:42]=2)=[O:39])=[CH:36][CH:35]=1>>[CH3:33][C:34]1[CH:35]=[CH:36][C:37]([C:38]([NH:40][C:41]2[CH:42]=[CH:43][C:44]([C:47]3[CH:55]=[C:54]4[C:50]([CH2:51][N:52]([C:57]5([C:61]([OH:63])=[O:62])[CH2:58][CH2:59][CH2:60]5)[C:53]4=[O:56])=[CH:49][CH:48]=3)=[CH:45][CH:46]=2)=[O:39])=[CH:65][CH:66]=1. Reported procedure: The compound of example 582 was prepared analogous to compound of example 98 by hydrolysis of compound of example 581. Starting materials: C(C)(=O)OC1=CC=C(C=C1)C=C1OC2=C(NC1=O)C=CC=C2 (2-[(4-acetoxyphenyl)methylene]-2H-1,4-benzoxazin-3(4H)-one), Cl (HCl). The solvent is [OH-].[Na+] (NaOH). The product is OC1=CC=C(C=C1)C=C1OC2=C(NC1=O)C=CC=C2 (2-[(4-Hydroxyphenyl)methylene]-2H-1,4-benzoxazin-3(4H)-one). As a reaction SMILES: C([O:4][C:5]1[CH:10]=[CH:9][C:8]([CH:11]=[C:12]2[C:17](=[O:18])[NH:16][C:15]3[CH:19]=[CH:20][CH:21]=[CH:22][C:14]=3[O:13]2)=[CH:7][CH:6]=1)(=O)C.Cl>[OH-].[Na+]>[OH:4][C:5]1[CH:6]=[CH:7][C:8]([CH:11]=[C:12]2[C:17](=[O:18])[NH:16][C:15]3[CH:19]=[CH:20][CH:21]=[CH:22][C:14]=3[O:13]2)=[CH:9][CH:10]=1 |f:2.3|. Procedure details: A mixture of 2-[(4-acetoxyphenyl)methylene]-2H-1,4-benzoxazin-3(4H)-one (0.49 g, 0.0016 mol) and NaOH 10% (30 ml) was refluxed for 1 h. The reaction mixture was cooled and acidified with 6N HCl. The precipitated was collected by filtration, then washed with water and dried. The crude product was purified by recrystalization from ethanol.